From a dataset of the Open Reaction Database (ORD), a public repository of structured organic reaction records. describe an organic reaction: reactants, conditions, products, and yield The reactants are CO (methanol), O (water), 1.1, BrC=1C=NC=C(C(=O)OCC)C1 (ethyl 5-bromonicotinate), [BH4-].[Na+] (sodium borohydride). The solvent is C(C)(C)(C)O (tert-butanol). Run at temperature 100 celsius, time 1 hour. Yields the product BrC=1C=C(C=NC1)CO ((5-bromopyridin-3-yl)methanol). As a reaction SMILES: [Br:1][C:2]1[CH:3]=[N:4][CH:5]=[C:6]([CH:12]=1)[C:7](OCC)=[O:8].[BH4-].[Na+].CO.O>C(O)(C)(C)C>[Br:1][C:2]1[CH:12]=[C:6]([CH2:7][OH:8])[CH:5]=[N:4][CH:3]=1 |f:1.2|. Procedure details: 1.1 1.3 g of ethyl 5-bromonicotinate are initially introduced in 40 ml of tert-butanol, and 427 mg of sodium borohydride are added. The entire mixture is heated under reflux (100° C.) and under N2 for one hour. 6 ml of methanol are then added. The mixture is stirred overnight. 10 ml of water is added to the reaction solution. The mixture is then extracted with dichloromethane, dried using sodium sulfate and evaporated in a rotary evaporator, giving 300 mg of (5-bromopyridin-3-yl)methanol. Reactants: CC(=CCc1ccc(O)cc1O)CCCC(C)CCCC(C)CCCC(C)C, CCO, [H][H]. Yields the product CC(C)CCCC(C)CCCC(C)CCCC(C)CCc1ccc(O)cc1O. As a reaction SMILES: [CH3:1][C:2](=[CH:3][CH2:4][c:5]1[c:6]([OH:12])[cH:7][c:8]([OH:11])[cH:9][cH:10]1)[CH2:13][CH2:14][CH2:15][CH:16]([CH2:17][CH2:18][CH2:19][CH:20]([CH2:21][CH2:22][CH2:23][CH:24]([CH3:25])[CH3:26])[CH3:27])[CH3:28].[CH3:31][CH2:32][OH:33].[H:29][H:30]>>[CH3:1][CH:2]([CH2:3][CH2:4][c:5]1[c:6]([OH:12])[cH:7][c:8]([OH:11])[cH:9][cH:10]1)[CH2:13][CH2:14][CH2:15][CH:16]([CH2:17][CH2:18][CH2:19][CH:20]([CH2:21][CH2:22][CH2:23][CH:24]([CH3:25])[CH3:26])[CH3:27])[CH3:28].